From a dataset of the Open Reaction Database (ORD), a public repository of structured organic reaction records. describe an organic reaction: reactants, conditions, products, and yield Starting materials: N1=C(C=CC=C1)CC(=S)N (2-(2-pyridyl)thioacetamide), C=O (formalin), CCCCCC (hexane), CO (methanol), N1CCOCC1 (morpholine). Product: O1CCN(CC1)CNC(C(C1=NC=CC=C1)C1=CC=CC=C1)=S (N-morpholinomethyl-2-phenyl-2-(2-pyridyl)thioacetamide). RXN SMILES: [N:1]1[CH:6]=[CH:5][CH:4]=[CH:3][C:2]=1[CH2:7][C:8]([NH2:10])=[S:9].[CH3:11]O.[NH:13]1[CH2:18][CH2:17][O:16][CH2:15][CH2:14]1.C=O.[CH3:21][CH2:22][CH2:23][CH2:24][CH2:25][CH3:26]>>[O:16]1[CH2:17][CH2:18][N:13]([CH2:11][NH:10][C:8](=[S:9])[CH:7]([C:23]2[CH:22]=[CH:21][CH:26]=[CH:25][CH:24]=2)[C:2]2[CH:3]=[CH:4][CH:5]=[CH:6][N:1]=2)[CH2:14][CH2:15]1. Procedure: 2-Phenyl-(2-(2-pyridyl)thioacetamide (1.14 g.) is suspended in 20 ml. of methanol. To the suspension is added 0.49 ml. of morpholine and 0.45 ml. of formalin. The mixture is heated on a steam bath until all of the materials are dissolved. The solution is then cooled and hexane is added. Concentrating to dryness and recrystallizing the residue from isopropanol gives N-morpholinomethyl-2-phenyl-2-(2-pyridyl)thioacetamide, m.p. 128°-130°C.